From a dataset of the Open Reaction Database (ORD), a public repository of structured organic reaction records. describe an organic reaction: reactants, conditions, products, and yield The reactants are C(C)OC(=O)C=1C(C2=C(N=C(N=C2)OC)N(C1)CC)=O (6-ethoxycarbonyl-8-ethyl-2-methoxy-5-oxo-5,8-dihydro-pyrido[2,3-d]pyrimidine), N1CCCC1 (pyrrolidine), C1(=CC=CC=C1)C (toluene). Yields the product C(C)OC(=O)C=1C(C2=C(N=C(N=C2)N2CCCC2)N(C1)CC)=O (6-ethoxycarbonyl-8-ethyl-5-oxo-2-pyrrolidino-5,8-dihydro-pyrido[2,3-d]pyrimidine). Run in O (water). Procedure details: 5.9 g of 6-ethoxycarbonyl-8-ethyl-2-methoxy-5-oxo-5,8-dihydro-pyrido[2,3-d]pyrimidine, 4.6 g. of pyrrolidine and 12 g of toluene are heated for 2 hours at 90° C. After cooling, 100 cm3 of water are added to the mixture. The precipitate is filtered off and washed with water. After drying, 5.5 g of 6-ethoxycarbonyl-8-ethyl-5-oxo-2-pyrrolidino-5,8-dihydro-pyrido[2,3-d]pyrimidine are obtained. After recrystallisation from ethanol, it melts at 202° C and is identical to the product described in the l... RXN SMILES: [CH2:1]([O:3][C:4]([C:6]1[C:7](=[O:20])[C:8]2[CH:13]=[N:12][C:11](OC)=[N:10][C:9]=2[N:16]([CH2:18][CH3:19])[CH:17]=1)=[O:5])[CH3:2].[NH:21]1[CH2:25][CH2:24][CH2:23][CH2:22]1.C1(C)C=CC=CC=1>O>[CH2:1]([O:3][C:4]([C:6]1[C:7](=[O:20])[C:8]2[CH:13]=[N:12][C:11]([N:21]3[CH2:25][CH2:24][CH2:23][CH2:22]3)=[N:10][C:9]=2[N:16]([CH2:18][CH3:19])[CH:17]=1)=[O:5])[CH3:2]. Reactants: C(=O)(C(=O)OCC)NC=1C=C(C#N)C=CC1[N+](=O)[O-] (3-ethoxalylamino-4-nitrobenzonitril). The reagents and catalysts are [Pt] (Pt-C). Run in C(C)O (ethanol). Product: C(#N)C=1C=C2NC(C(N(C2=CC1)O)=O)=O (6-cyano-1-hydroxyquinoxaline-2,3(1H,4H)-dione). Isolated yield 64.8%. RXN SMILES: [C:1]([NH:8][C:9]1[CH:10]=[C:11]([CH:14]=[CH:15][C:16]=1[N+:17]([O-:19])=O)[C:12]#[N:13])([C:3](OCC)=[O:4])=[O:2]>C(O)C.[Pt]>[C:12]([C:11]1[CH:10]=[C:9]2[C:16](=[CH:15][CH:14]=1)[N:17]([OH:19])[C:3](=[O:4])[C:1](=[O:2])[NH:8]2)#[N:13]. Procedure: A solution of 0.5 g (1.9 mmol) 3-ethoxalylamino-4-nitrobenzonitril in 50 ml ethanol was hydrogenated at atm. pressure by using 25 mg 5% Pt-C as a catalyst. The catalyst was filtered off, and the filtrate was evaporated in vacuo. Cyclization was achieved by evaporation with acetic acid. Recrystallization (dimethylformamide-water) gave 0.25 g (65%) of 6-cyano-1-hydroxyquinoxaline-2,3(1H,4H)-dione. M.p. 250° C. decomp. 1H-NMR (DMSO-d6) 7.53 (s) and 7.40 (s)--a total of 3H.